Dataset: the Open Reaction Database (ORD), a public repository of structured organic reaction records. Task: describe an organic reaction: reactants, conditions, products, and yield Starting materials: C(CCC)OC(=O)C=1N=C(C2=CC(=CC=C2C1O)OC1=CC=C(C=C1)OC)C#N (1-cyano-4-hydroxy-7-(4-methoxy-phenoxy)-isoquinoline-3-carboxylic acid butyl ester), NCC(=O)O (glycine), C[O-].[Na+] (sodium methoxide). The product is C(#N)C1=NC(=C(C2=CC=C(C=C12)OC1=CC=C(C=C1)OC)O)C(=O)NCC(=O)O ({[1-Cyano-4-hydroxy-7-(4-methoxy-phenoxy)-isoquinoline-3-carbonyl]-amino}-acetic acid). Isolated yield 65.4%. Reaction SMILES: C(O[C:6]([C:8]1[N:9]=[C:10]([C:28]#[N:29])[C:11]2[C:16]([C:17]=1[OH:18])=[CH:15][CH:14]=[C:13]([O:19][C:20]1[CH:25]=[CH:24][C:23]([O:26][CH3:27])=[CH:22][CH:21]=1)[CH:12]=2)=[O:7])CCC.[NH2:30][CH2:31][C:32]([OH:34])=[O:33].C[O-].[Na+]>>[C:28]([C:10]1[C:11]2[C:16](=[CH:15][CH:14]=[C:13]([O:19][C:20]3[CH:21]=[CH:22][C:23]([O:26][CH3:27])=[CH:24][CH:25]=3)[CH:12]=2)[C:17]([OH:18])=[C:8]([C:6]([NH:30][CH2:31][C:32]([OH:34])=[O:33])=[O:7])[N:9]=1)#[N:29] |f:2.3|. Reported procedure: A mixture of 1-cyano-4-hydroxy-7-(4-methoxy-phenoxy)-isoquinoline-3-carboxylic acid butyl ester (110 mg, 0.28 mmol) and glycine (275 mg, 2.82 mmol) in a solution of sodium methoxide (0.5 M in methanol; 5.7 mL) was refluxed overnight. Reaction mixture was concentrated and dissolved in water (50 mL). It was washed with ethyl acetate (10 mL). Aqueous layer was acidified by 1 N HCl to pH=3-4 and extracted with ethyl acetate. Organic layer was washed with brine, dried over magnesium sulfate, filtered... As a reaction SMILES: [CH3:49][S:50](=[O:51])[CH3:52].[CH:40]([N:41]([CH:42]([CH3:43])[CH3:44])[CH2:45][CH3:46])([CH3:47])[CH3:48].[F:1][C:2]([C:3](=[O:4])[NH:5][c:6]1[cH:7][cH:8][c:9]([NH:12][C:13]([O:14][CH2:15][C:16]([Cl:17])([Cl:18])[Cl:19])=[O:20])[cH:10][cH:11]1)([F:21])[F:22].[OH2:53].[c:23]1(-[c:29]2[n:30][s:31][c:32]([N:34]3[CH2:35][CH2:36][NH:37][CH2:38][CH2:39]3)[n:33]2)[cH:24][cH:25][cH:26][cH:27][cH:28]1>>[F:1][C:2]([C:3](=[O:4])[NH:5][c:6]1[cH:7][cH:8][c:9]([NH:12][C:13](=[O:20])[N:37]2[CH2:36][CH2:35][N:34]([c:32]3[s:31][n:30][c:29](-[c:23]4[cH:24][cH:25][cH:26][cH:27][cH:28]4)[n:33]3)[CH2:39][CH2:38]2)[cH:10][cH:11]1)([F:21])[F:22]. Product: O=C(Nc1ccc(NC(=O)C(F)(F)F)cc1)N1CCN(c2nc(-c3ccccc3)ns2)CC1. Starting materials: CS(C)=O, CCN(C(C)C)C(C)C, O=C(Nc1ccc(NC(=O)C(F)(F)F)cc1)OCC(Cl)(Cl)Cl, O, c1ccc(-c2nsc(N3CCNCC3)n2)cc1.